This data is from the Open Reaction Database (ORD), a public repository of structured organic reaction records. The task is: describe an organic reaction: reactants, conditions, products, and yield The reactants are COc1ccc([N+](=O)[O-])cc1Br, CCO, Cl, [Fe], [Na+], [OH-], O. Yields the product COc1ccc(N)cc1Br. Reaction SMILES: [Br:1][c:2]1[c:3]([O:11][CH3:12])[cH:4][cH:5][c:6]([N+:8]([O-:9])=[O:10])[cH:7]1.[CH3:13][CH2:14][OH:15].[ClH:16].[Fe:19].[Na+:18].[OH-:17].[OH2:20]>>[Br:1][c:2]1[c:3]([O:11][CH3:12])[cH:4][cH:5][c:6]([NH2:8])[cH:7]1. RXN SMILES: [Br-:27].[Br:17][c:18]1[n:19][c:20]([Br:24])[cH:21][cH:22][cH:23]1.[CH2:28]([N+:29]([CH2:30][CH2:31][CH2:32][CH3:33])([CH2:34][CH2:35][CH2:36][CH3:37])[CH2:38][CH2:39][CH2:40][CH3:41])[CH2:42][CH2:43][CH3:44].[CH2:6]([B:7]([CH2:8][CH3:15])[c:9]1[cH:10][n:11][cH:12][cH:13][cH:14]1)[CH3:16].[CH3:45][CH2:46][O:47][C:48](=[O:49])[CH3:50].[K+:26].[O:1]1[CH2:2][CH2:3][CH2:4][CH2:5]1.[OH-:25].[cH:51]1[cH:52][cH:53][c:54]([P:55]([Pd:56]([P:57]([c:58]2[cH:59][cH:60][cH:61][cH:62][cH:63]2)([c:64]2[cH:65][cH:66][cH:67][cH:68][cH:69]2)[c:70]2[cH:71][cH:72][cH:73][cH:74][cH:75]2)([P:76]([c:77]2[cH:78][cH:79][cH:80][cH:81][cH:82]2)([c:83]2[cH:84][cH:85][cH:86][cH:87][cH:88]2)[c:89]2[cH:90][cH:91][cH:92][cH:93][cH:94]2)[P:95]([c:96]2[cH:97][cH:98][cH:99][cH:100][cH:101]2)([c:102]2[cH:103][cH:104][cH:105][cH:106][cH:107]2)[c:108]2[cH:109][cH:110][cH:111][cH:112][cH:113]2)([c:114]2[cH:115][cH:116][cH:117][cH:118][cH:119]2)[c:120]2[cH:121][cH:122][cH:123][cH:124][cH:125]2)[cH:126][cH:127]1>>[c:9]1(-[c:20]2[n:19][c:18]([Br:17])[cH:23][cH:22][cH:21]2)[cH:10][n:11][cH:12][cH:13][cH:14]1. Starting materials: [Br-], Brc1cccc(Br)n1, CCCC[N+](CCCC)(CCCC)CCCC, CCB(CC)c1cccnc1, CCOC(C)=O, [K+], C1CCOC1, [OH-], c1ccc(P(c2ccccc2)(c2ccccc2)[Pd](P(c2ccccc2)(c2ccccc2)c2ccccc2)(P(c2ccccc2)(c2ccccc2)c2ccccc2)P(c2ccccc2)(c2ccccc2)c2ccccc2)cc1. The product is Brc1cccc(-c2cccnc2)n1.